describe an organic reaction: reactants, conditions, products, and yield From a dataset of the Open Reaction Database (ORD), a public repository of structured organic reaction records. Reactants: [H-].[Na+] (sodium hydride), resultant product, C(CCC)C=1NC=C(N1)SC (2-butyl 4-(methylthio)1H-imidazole), BrCC1=CC=C(C=C1)C=1C(=CC=CC1)S(=O)(=O)N=CN(C)C (4'-bromomethyl N-[(dimethylamino)methylene](1,1'-biphenyl)2-sulphonamide). Solvent: C1CCOC1 (THF), O (water). Run at temperature 25 celsius, time 30 minute. Product: C(CCC)C=1N(C=C(N1)SC)CC1=CC=C(C=C1)C=1C(=CC=CC1)S(=O)(=O)N=CN(C)C (4'-[(2-butyl 4-(methylthio)1H-imidazol 1-yl)methyl]N-[(dimethylamino)methylene](1,1'-biphenyl)2-sulphonamide). Yield: 67.7%. RXN SMILES: [CH2:1]([C:5]1[NH:6][CH:7]=[C:8]([S:10][CH3:11])[N:9]=1)[CH2:2][CH2:3][CH3:4].[H-].[Na+].Br[CH2:15][C:16]1[CH:21]=[CH:20][C:19]([C:22]2[C:23]([S:28]([N:31]=[CH:32][N:33]([CH3:35])[CH3:34])(=[O:30])=[O:29])=[CH:24][CH:25]=[CH:26][CH:27]=2)=[CH:18][CH:17]=1>C1COCC1.O>[CH2:1]([C:5]1[N:6]([CH2:15][C:16]2[CH:17]=[CH:18][C:19]([C:22]3[C:23]([S:28]([N:31]=[CH:32][N:33]([CH3:34])[CH3:35])(=[O:30])=[O:29])=[CH:24][CH:25]=[CH:26][CH:27]=3)=[CH:20][CH:21]=2)[CH:7]=[C:8]([S:10][CH3:11])[N:9]=1)[CH2:2][CH2:3][CH3:4] |f:1.2|. Reported procedure: 5 g of 2-butyl 4-(methylthio)1H-imidazole is dissolved in 120 cm3 of THF. 1.55 g of 50% sodium hydride dispersed in oil is then added slowly to the orange-coloured solution obtained. The temperature is increased to 25° C. The reaction medium is agitated for 30 minutes at this temperature then 14 g of 4'-bromomethyl N-[(dimethylamino)methylene](1,1'-biphenyl)2-sulphonamide is introduced. Agitation is carried out at ambient temperature until evolution is complete, that is for about 3 hours. The re... Starting materials: CC(=O)O[BH-](OC(C)=O)OC(C)=O, CC(C)=O, Cc1ccc(C(=O)NC2CC2)cc1-c1ccc2c(=O)n(CC3CC3)cc(CN3CCCNCC3)c2c1, ClCCl, [Na+]. Yields the product Cc1ccc(C(=O)NC2CC2)cc1-c1ccc2c(=O)n(CC3CC3)cc(CN3CCCN(C(C)C)CC3)c2c1. RXN SMILES: [C:41]([O:42][BH-:43]([O:44][C:45](=[O:46])[CH3:47])[O:48][C:49](=[O:50])[CH3:51])(=[O:52])[CH3:53].[CH3:37][C:38]([CH3:39])=[O:40].[CH:1]1([NH:4][C:5]([c:6]2[cH:7][c:8](-[c:13]3[cH:14][c:15]4[c:16]([CH2:28][N:29]5[CH2:30][CH2:31][NH:32][CH2:33][CH2:34][CH2:35]5)[cH:17][n:18]([CH2:24][CH:25]5[CH2:26][CH2:27]5)[c:19](=[O:23])[c:20]4[cH:21][cH:22]3)[c:9]([CH3:12])[cH:10][cH:11]2)=[O:36])[CH2:2][CH2:3]1.[Cl:55][CH2:56][Cl:57].[Na+:54]>>[CH:1]1([NH:4][C:5]([c:6]2[cH:7][c:8](-[c:13]3[cH:14][c:15]4[c:16]([CH2:28][N:29]5[CH2:30][CH2:31][N:32]([CH:38]([CH3:37])[CH3:39])[CH2:33][CH2:34][CH2:35]5)[cH:17][n:18]([CH2:24][CH:25]5[CH2:26][CH2:27]5)[c:19](=[O:23])[c:20]4[cH:21][cH:22]3)[c:9]([CH3:12])[cH:10][cH:11]2)=[O:36])[CH2:2][CH2:3]1. Starting materials: COc1cc(Cl)nc(OC)n1, CC(Nc1nccc(-n2cnc3cc([Sn](C)(C)C)ccc32)n1)c1ccccc1. Yields the product COc1cc(-c2ccc3c(c2)ncn3-c2ccnc(NC(C)c3ccccc3)n2)nc(OC)n1. Reaction SMILES: [Cl:29][c:30]1[n:31][c:32]([O:38][CH3:39])[n:33][c:34]([O:36][CH3:37])[cH:35]1.[c:1]1([CH:7]([CH3:8])[NH:9][c:10]2[n:11][cH:12][cH:13][c:14](-[n:16]3[cH:17][n:18][c:19]4[c:20]3[cH:21][cH:22][c:23]([Sn:25]([CH3:26])([CH3:27])[CH3:28])[cH:24]4)[n:15]2)[cH:2][cH:3][cH:4][cH:5][cH:6]1>>[c:1]1([CH:7]([CH3:8])[NH:9][c:10]2[n:11][cH:12][cH:13][c:14](-[n:16]3[cH:17][n:18][c:19]4[c:20]3[cH:21][cH:22][c:23](-[c:30]3[n:31][c:32]([O:38][CH3:39])[n:33][c:34]([O:36][CH3:37])[cH:35]3)[cH:24]4)[n:15]2)[cH:2][cH:3][cH:4][cH:5][cH:6]1. Reactants: CC=1C(=C(C(=C(O)C1)C)C)O (trimethylhydroquinone), C(C)(=O)Cl (acetyl chloride), C(C)(=O)OCC (ethyl acetate), C(C)(=O)Cl (acetyl chloride). Solvent: C1(=CC=CC=C1)C (toluene), CCCCCC (hexane). Product: C(C)(=O)OC1=C(C(=C(C(=C1)C)OC(C)=O)C)C (2,3,5-trimethyl-1,4-phenylene diacetate). RXN SMILES: [CH3:1][C:2]1[C:3]([OH:11])=[C:4]([CH3:10])[C:5]([CH3:9])=[C:6]([CH:8]=1)[OH:7].[C:12](Cl)(=[O:14])[CH3:13].[C:16](OCC)(=[O:18])[CH3:17]>C1(C)C=CC=CC=1.CCCCCC>[C:12]([O:7][C:6]1[CH:8]=[C:2]([CH3:1])[C:3]([O:11][C:16](=[O:18])[CH3:17])=[C:4]([CH3:10])[C:5]=1[CH3:9])(=[O:14])[CH3:13]. Reported procedure: To a solution of trimethylhydroquinone (30 g) in 200 mL of toluene was added acetyl chloride (28 mL). The reaction mixture was allowed to reflux for 2 hours. More acetyl chloride (28 mL) was added, and the reaction mixture was allowed to reflux for additional 2 hours. After the reaction was complete as indicated by TLC (20% ethyl acetate in hexane), the reaction was allowed to cool down and concentrated in vacuo. Recrystallization of the resulting residue from ethyl acetate and hexane gave 42.3 ... Reactants: N(=[N+]=[N-])C=1SC=2CCOC3=C(C2N1)C=CC(=C3)Br (2-azido-8-bromo-4,5-dihydro-6-oxa-3-thia-1-aza-benzo[e]azulene), CC(C#C)(C)C (3,3-dimethyl-1-butyne). Product: BrC1=CC2=C(C=3N=C(SC3CCO2)N2N=NC=C2C(C)(C)C)C=C1 (8-Bromo-2-(5-tert-butyl-[1,2,3]triazol-1-yl)-4,5-dihydro-6-oxa-3-thia-1-aza-benzo[e]azulene). RXN SMILES: [N:1]([C:4]1[S:5][C:6]2[CH2:7][CH2:8][O:9][C:10]3[CH:17]=[C:16]([Br:18])[CH:15]=[CH:14][C:11]=3[C:12]=2[N:13]=1)=[N+:2]=[N-:3].[CH3:19][C:20]([CH3:24])([CH3:23])[C:21]#[CH:22]>>[Br:18][C:16]1[CH:15]=[CH:14][C:11]2[C:12]3[N:13]=[C:4]([N:1]4[C:21]([C:20]([CH3:24])([CH3:23])[CH3:19])=[CH:22][N:3]=[N:2]4)[S:5][C:6]=3[CH2:7][CH2:8][O:9][C:10]=2[CH:17]=1. Procedure details: Following the procedure for 414, Step 3, 2-azido-8-bromo-4,5-dihydro-6-oxa-3-thia-1-aza-benzo[e]azulene was reacted with 3,3-dimethyl-1-butyne to afford the title compound as a pale yellow solid. LCMS (Method A): RT=4.95 min, [M+H]+=405 and 407. 1H NMR (CDCl3): 8.16 (1 H, dd, J=8.1, 0.9 Hz), 7.55 (1 H, s), 7.28 (2 H, m), 4.42 (2 H, t, J=5.1 Hz), 3.37 (2 H, t, J=5.1 Hz), 1.54 (9 H, s). Starting materials: CO, C[O-], Cc1c(Cl)ccc([N+](=O)[O-])c1N, [Na+]. Yields the product COc1ccc([N+](=O)[O-])c(N)c1C. Reaction SMILES: [CH3:16][OH:17].[CH3:1][O-:2].[Cl:4][c:5]1[c:6]([CH3:15])[c:7]([NH2:14])[c:8]([N+:11](=[O:12])[O-:13])[cH:9][cH:10]1.[Na+:3]>>[CH3:1][O:2][c:5]1[c:6]([CH3:15])[c:7]([NH2:14])[c:8]([N+:11](=[O:12])[O-:13])[cH:9][cH:10]1. The reactants are ClC=1C(=NC=C(C1)Cl)F (3,5-dichloro-2-fluoropyridine), CC=1C=C(C(=O)OC)C=CC1S(NCC=1C=C2C=CN(C2=CC1)C)(=O)=O (methyl 3-methyl-4-(N-((1-methyl-1H-indol-5-yl)methyl)sulfamoyl)benzoate). Product: ClC=1C(=NC=C(C1)Cl)N(S(=O)(=O)C1=C(C=C(C(=O)OC)C=C1)C)CC=1C=C2C=CN(C2=CC1)C (Methyl 4-(N-(3,5-dichloropyridin-2-yl)-N-((1-methyl-1H-indol-5-yl)methyl)sulfamoyl)-3-methylbenzoate). Reaction SMILES: [Cl:1][C:2]1[C:3](F)=[N:4][CH:5]=[C:6]([Cl:8])[CH:7]=1.[CH3:10][C:11]1[CH:12]=[C:13]([CH:18]=[CH:19][C:20]=1[S:21](=[O:35])(=[O:34])[NH:22][CH2:23][C:24]1[CH:25]=[C:26]2[C:30](=[CH:31][CH:32]=1)[N:29]([CH3:33])[CH:28]=[CH:27]2)[C:14]([O:16][CH3:17])=[O:15]>>[Cl:1][C:2]1[C:3]([N:22]([CH2:23][C:24]2[CH:25]=[C:26]3[C:30](=[CH:31][CH:32]=2)[N:29]([CH3:33])[CH:28]=[CH:27]3)[S:21]([C:20]2[CH:19]=[CH:18][C:13]([C:14]([O:16][CH3:17])=[O:15])=[CH:12][C:11]=2[CH3:10])(=[O:34])=[O:35])=[N:4][CH:5]=[C:6]([Cl:8])[CH:7]=1. Procedure details: The titled compound was prepared according to the procedure described in step-2 of Example 1 from 3,5-dichloro-2-fluoropyridine and methyl 3-methyl-4-(N-((1-methyl-1H-indol-5-yl)methyl)sulfamoyl)benzoate (step-2 of Example 11).